From a dataset of the Open Reaction Database (ORD), a public repository of structured organic reaction records. describe an organic reaction: reactants, conditions, products, and yield Conditions: temperature 75 celsius, time 6 hour. Reactants: FC1=CC(=C(C=O)C=C1)C (4-fluoro-2-methylbenzaldehyde), N1=CC=CC=C1 (pyridine), N1CCCCC1 (piperidine), C(CC(=O)O)(=O)O (malonic acid). The product is FC1=CC(=C(C=CC(=O)O)C=C1)C (4-fluoro-2-methylcinnamic acid). RXN SMILES: N1C=CC=CC=1.N1CCCCC1.[C:13](O)(=O)[CH2:14][C:15]([OH:17])=[O:16].[F:20][C:21]1[CH:28]=[CH:27][C:24](C=O)=[C:23]([CH3:29])[CH:22]=1>O>[F:20][C:21]1[CH:28]=[CH:27][C:24]([CH:13]=[CH:14][C:15]([OH:17])=[O:16])=[C:23]([CH3:29])[CH:22]=1. Isolated yield 92.0%. Run in O (water). Reported procedure: To a mixture of pyridine (0.035 mL) and piperidine (1.43 mL) was added malonic acid (30 g), and the mixture was heated to 75° C. To this mixture was added dropwise 4-fluoro-2-methylbenzaldehyde (20 g), and the mixture was stirred at 90° C. for 6 hr. The reaction mixture was cooled to room temperature, and diluted with water (100 ml), and concentrated under reduced pressure. The residue was suspended in 0.1N hydrochloric acid (250 mL), and the mixture was stirred at room temperature for 30 min. T... The reactants are FC1=CC=C(C=C1)B(O)O (4-fluorophenylboronic acid), ClC1=C2C(=NN=C1C1=CC=CC=C1)N(N=C2I)CCN2C[C@@H](CC2)F (4-chloro-1-[2-[(3R)-3-fluoropyrrolidin-1-yl]ethyl]-3-iodo-5-phenyl-pyrazolo[3,4-c]pyridazine). Product: ClC1=C2C(=NN=C1C1=CC=CC=C1)N(N=C2C2=CC=C(C=C2)F)CCN2C[C@@H](CC2)F (4-chloro-3-(4-fluorophenyl)-1-[2-[(3R)-3-fluoropyrolidin-1-yl]ethyl]-5 phenyl-pyrazolo[3,4-c]pyridazine). As a reaction SMILES: [F:1][C:2]1[CH:7]=[CH:6][C:5](B(O)O)=[CH:4][CH:3]=1.[Cl:11][C:12]1[C:17]([C:18]2[CH:23]=[CH:22][CH:21]=[CH:20][CH:19]=2)=[N:16][N:15]=[C:14]2[N:24]([CH2:28][CH2:29][N:30]3[CH2:34][CH2:33][C@@H:32]([F:35])[CH2:31]3)[N:25]=[C:26](I)[C:13]=12>>[Cl:11][C:12]1[C:17]([C:18]2[CH:19]=[CH:20][CH:21]=[CH:22][CH:23]=2)=[N:16][N:15]=[C:14]2[N:24]([CH2:28][CH2:29][N:30]3[CH2:34][CH2:33][C@@H:32]([F:35])[CH2:31]3)[N:25]=[C:26]([C:5]3[CH:6]=[CH:7][C:2]([F:1])=[CH:3][CH:4]=3)[C:13]=12. Reported procedure: Compound IIy was synthesized according to Example 1, but using 4-fluorophenylboronic acid instead of 1-methyl-4-(4,4,5,5-tetramethyl-1,3,2-dioxaborolan-2-yl)-1H-pyrazole and 4-chloro-1-[2-[(3R)-3-fluoropyrrolidin-1-yl]ethyl]-3-iodo-5-phenyl-pyrazolo[3,4-c]pyridazine instead of 4-chloro-3-iodo-1-(2-(4-methylpiperazin-1-yl)ethyl)-5-phenyl-1H-pyrazolo[3,4-c]pyridazine in Step 8.